describe an organic reaction: reactants, conditions, products, and yield From a dataset of the Open Reaction Database (ORD), a public repository of structured organic reaction records. Reactants: C(C1=CC=CC=C1)OC(=O)N1[C@H](C[C@H](C2=CC(=CC=C12)C(F)(F)F)N(C(=O)OC)CC1=CC(=CC(=C1)C(F)(F)F)C(F)(F)F)C (cis-4-[(3,5-Bis-trifluoromethyl-benzyl)-methoxycarbonyl-amino]-2-methyl-6-trifluoromethyl-3,4-dihydro-2H-quinoline-1-carboxylic acid benzyl ester), N1=CC=CC=C1 (pyridine), ClC(=O)OC(C)C (isopropyl chloroformate), solution, [OH-].[K+] (KOH). The solvent is ClCCl (dichloromethane), C1(=CC=CC=C1)C (toluene), O (water). Reaction conditions: time 8 hour. The product is C(C)(C)OC(=O)N1[C@H](C[C@H](C2=CC(=CC=C12)C(F)(F)F)N(C(=O)OC)CC1=CC(=CC(=C1)C(F)(F)F)C(F)(F)F)C (cis-4-[(3,5-Bis-trifluoromethyl-benzyl)-methoxycarbonyl-amino]-2-methyl-6-trifluoromethyl-3,4-dihydro-2H-quinoline-1-carboxylic Acid Isopropyl Ester). Isolated yield 81.0%. Reaction SMILES: C(OC([N:11]1[C:20]2[C:15](=[CH:16][C:17]([C:21]([F:24])([F:23])[F:22])=[CH:18][CH:19]=2)[C@H:14]([N:25]([CH2:30][C:31]2[CH:36]=[C:35]([C:37]([F:40])([F:39])[F:38])[CH:34]=[C:33]([C:41]([F:44])([F:43])[F:42])[CH:32]=2)[C:26]([O:28][CH3:29])=[O:27])[CH2:13][C@@H:12]1[CH3:45])=O)C1C=CC=CC=1.N1C=CC=CC=1.Cl[C:53]([O:55][CH:56]([CH3:58])[CH3:57])=[O:54].[OH-].[K+]>ClCCl.C1(C)C=CC=CC=1.O>[CH:56]([O:55][C:53]([N:11]1[C:20]2[C:15](=[CH:16][C:17]([C:21]([F:23])([F:24])[F:22])=[CH:18][CH:19]=2)[C@H:14]([N:25]([CH2:30][C:31]2[CH:36]=[C:35]([C:37]([F:38])([F:39])[F:40])[CH:34]=[C:33]([C:41]([F:42])([F:43])[F:44])[CH:32]=2)[C:26]([O:28][CH3:29])=[O:27])[CH2:13][C@@H:12]1[CH3:45])=[O:54])([CH3:58])[CH3:57] |f:3.4|. Procedure details: To a solution of cis-(3,5-bis-trifluoromethyl-benzyl)-(2-methyl-6-trifluoromethyl-1,2,3,4-tetrahydro-quinolin-4-yl)-carbamic acid methyl ester (Example 70) (95 mg, 0.185 mmol) and anhydrous pyridine (0.5 mL) in anhydrous dichloromethane (2 mL) was added isopropyl chloroformate (1.9 mL of a 1M solution in toluene, 1.85 mmol). After stirring at room temperature overnight, water (5 mL) and an aqueous 10% KOH solution (5 mL) were added, and the mixture was extracted with ethyl acetate (3×10 mL). The... Reactants: CS(C)=O, CCOC(C)=O, CN(C(=O)C(C)(C)c1cc(C(F)(F)F)cc(C(F)(F)F)c1)c1cnc(Cl)cc1-c1ccccc1Br, OCC1CC(O)CN1. The product is CN(C(=O)C(C)(C)c1cc(C(F)(F)F)cc(C(F)(F)F)c1)c1cnc(N2CC(O)CC2CO)cc1-c1ccccc1Br. Reaction SMILES: [CH3:36][S:37](=[O:38])[CH3:39].[CH3:48][CH2:49][O:50][C:51](=[O:52])[CH3:53].[F:1][C:2]([c:3]1[cH:4][c:5]([C:13]([C:14](=[O:15])[N:16]([CH3:17])[c:18]2[cH:19][n:20][c:21]([Cl:31])[cH:22][c:23]2-[c:24]2[c:25]([Br:30])[cH:26][cH:27][cH:28][cH:29]2)([CH3:32])[CH3:33])[cH:6][c:7]([C:9]([F:10])([F:11])[F:12])[cH:8]1)([F:34])[F:35].[OH:40][CH2:41][CH:42]1[NH:43][CH2:44][CH:45]([OH:47])[CH2:46]1>>[F:1][C:2]([c:3]1[cH:4][c:5]([C:13]([C:14](=[O:15])[N:16]([CH3:17])[c:18]2[cH:19][n:20][c:21]([N:43]3[CH:42]([CH2:41][OH:40])[CH2:46][CH:45]([OH:47])[CH2:44]3)[cH:22][c:23]2-[c:24]2[c:25]([Br:30])[cH:26][cH:27][cH:28][cH:29]2)([CH3:32])[CH3:33])[cH:6][c:7]([C:9]([F:10])([F:11])[F:12])[cH:8]1)([F:34])[F:35]. Starting materials: B (Borane), solution, BrC=1C=C(C=CC1)N1C(C(CC1=O)(C)C)=O (1-(3-Bromo-phenyl)-3,3-dimethyl-pyrrolidine-2,5-dione), CO (methanol), O (water). The solvent is CSC (methyl sulfide), C(Cl)Cl (methylene chloride), C1CCOC1 (THF). Run at time 3 hour. Product: BrC=1C=C(C=CC1)N1CC(CC1)(C)C (1-(3-bromo-phenyl)-3,3-dimethyl-pyrrolidine). Isolated yield 75.2%. RXN SMILES: [Br:1][C:2]1[CH:3]=[C:4]([N:8]2[C:12](=O)[CH2:11][C:10]([CH3:15])([CH3:14])[C:9]2=O)[CH:5]=[CH:6][CH:7]=1.B.CO.O>C1COCC1.CSC.C(Cl)Cl>[Br:1][C:2]1[CH:3]=[C:4]([N:8]2[CH2:12][CH2:11][C:10]([CH3:15])([CH3:14])[CH2:9]2)[CH:5]=[CH:6][CH:7]=1. Procedure: 1-(3-Bromo-phenyl)-3,3-dimethyl-pyrrolidine-2,5-dione (2.5 g, 8.9 mmol) was suspended in 45 ml of THF. Borane (7.9 ml of a 10.1M solution in methyl sulfide) was added and the reaction was stirred at room temperature for 3 hours. The reaction was cooled to 0° C. in an ice bath and 20 ml of methanol was added dropwise, then 60 ml of water. The mixture was transferred to a separatory funnel and methylene chloride was added. The organic phase was washed with water and brine, filtered through celite ... The reactants are CC1CN(Cc2ccccc2)CC1c1nc2c(cnn2C2CCCC2)c(=O)[nH]1, CCO, Cl, [OH-], [OH-], [Pd+2]. Product: Cl, CC1CNCC1c1nc2c(cnn2C2CCCC2)c(=O)[nH]1. RXN SMILES: [CH2:1]([c:2]1[cH:3][cH:4][cH:5][cH:6][cH:7]1)[N:8]1[CH2:9][CH:10]([c:14]2[nH:15][c:16](=[O:28])[c:17]3[c:18]([n:19]2)[n:20]([CH:23]2[CH2:24][CH2:25][CH2:26][CH2:27]2)[n:21][cH:22]3)[CH:11]([CH3:13])[CH2:12]1.[CH3:30][CH2:31][OH:32].[ClH:29].[OH-:33].[OH-:35].[Pd+2:34]>>[ClH:29].[NH:8]1[CH2:9][CH:10]([c:14]2[nH:15][c:16](=[O:28])[c:17]3[c:18]([n:19]2)[n:20]([CH:23]2[CH2:24][CH2:25][CH2:26][CH2:27]2)[n:21][cH:22]3)[CH:11]([CH3:13])[CH2:12]1. The reactants are C=O (formaldehyde), N1CCOCC1 (morpholine), N1=C(N=CC=C1)CC#N (2-(2-pyrimidyl)acetonitrile). Run in CO (methanol). The product is O1CCN(CC1)CC(C#N)C1=NC=CC=N1 (3-morpholino-2-(2-pyrimidyl)propionitrile). RXN SMILES: [N:1]1[CH:6]=[CH:5][CH:4]=[N:3][C:2]=1[CH2:7][C:8]#[N:9].[CH2:10]=O.[NH:12]1[CH2:17][CH2:16][O:15][CH2:14][CH2:13]1>CO>[O:15]1[CH2:16][CH2:17][N:12]([CH2:10][CH:7]([C:2]2[N:3]=[CH:4][CH:5]=[CH:6][N:1]=2)[C:8]#[N:9])[CH2:13][CH2:14]1. Procedure: The above prepared 2-(2-pyrimidyl)acetonitrile is reacted with formaldehyde and morpholine in methanol to give 3-morpholino-2-(2-pyrimidyl)propionitrile. The reactants are [Cl-].O[NH3+] (hydroxylammonium chloride), C(O)([O-])=O.[Na+] (sodium hydrogen carbonate), CS(=O)C (dimethyl sulfoxide), CN1C=2N(C(=C(C1=O)CC1=CC=C(C=C1)C=1C(=CC=CC1)C#N)CCC)N=CN2 (4′-[(4-methyl-5-oxo-7-propyl-4,5-dihydro[1,2,4]triazolo[1,5-a]pyrimidin-6-yl)methyl]biphenyl-2-carbonitrile). The solvent is C(C)(=O)OCC (ethyl acetate). Run at temperature 40 celsius, time 30 minute. The product is CN1C=2N(C(=C(C1=O)CC1=CC=C(C=C1)C1=C(C=CC=C1)C1=NOC(N1)=O)CCC)N=CN2 (4-methyl-6-{[2′-(5-oxo-4,5-dihydro-1,2,4-oxadiazol-3-yl)biphenyl-4-yl]methyl}-7-propyl[1,2,4]triazolo[1,5-a]pyrimidin-5(4H)-one). Isolated yield 40.0%. As a reaction SMILES: [Cl-].O[NH3+:3].[C:4](=[O:7])([O-])[OH:5].[Na+].CS(C)=O.[CH3:13][N:14]1[C:19](=[O:20])[C:18]([CH2:21][C:22]2[CH:27]=[CH:26][C:25]([C:28]3[C:29]([C:34]#[N:35])=[CH:30][CH:31]=[CH:32][CH:33]=3)=[CH:24][CH:23]=2)=[C:17]([CH2:36][CH2:37][CH3:38])[N:16]2[N:39]=[CH:40][N:41]=[C:15]12>C(OCC)(=O)C>[CH3:13][N:14]1[C:19](=[O:20])[C:18]([CH2:21][C:22]2[CH:23]=[CH:24][C:25]([C:28]3[CH:33]=[CH:32][CH:31]=[CH:30][C:29]=3[C:34]3[NH:3][C:4](=[O:7])[O:5][N:35]=3)=[CH:26][CH:27]=2)=[C:17]([CH2:36][CH2:37][CH3:38])[N:16]2[N:39]=[CH:40][N:41]=[C:15]12 |f:0.1,2.3|. Procedure: A mixture of hydroxylammonium chloride (1.49 g), sodium hydrogen carbonate (2.4 g) and dimethyl sulfoxide (15 mL) was stirred at 40° C. for 30 min, 4′-[(4-methyl-5-oxo-7-propyl-4,5-dihydro[1,2,4]triazolo[1,5-a]pyrimidin-6-yl)methyl]biphenyl-2-carbonitrile (0.52 g) was added, and the mixture was stirred at 90° C. for 16 hr. The reaction mixture was diluted with ethyl acetate, washed with water and then with saturated brine, and dried over anhydrous magnesium sulfate. The solvent was evaporated un... Reactants: ClC=1C=C(C=CC1O)C(C(C)NC(OCC)=O)=O (ethyl N-[2-(3-chloro-4-hydroxyphenyl)-1-methyl-2-oxoethyl]carbamate), O.NN (hydrazine hydrate), O.NN (hydrazine hydrate), O (water). Run in C(CCC)O (butanol), C(CCC)O (butanol). Yields the product ClC=1C=C(C=CC1O)C=1C(NC(NN1)=O)C (6-(3-Chloro-4-hydroxyphenyl)-4,5-dihydro-5-methyl-1,2,4-triazin-3(2H)-one). Yield: 51.1%. Reaction SMILES: [Cl:1][C:2]1[CH:3]=[C:4]([C:9](=O)[CH:10]([NH:12][C:13](=[O:17])OCC)[CH3:11])[CH:5]=[CH:6][C:7]=1[OH:8].O.[NH2:20][NH2:21].O>C(O)CCC>[Cl:1][C:2]1[CH:3]=[C:4]([C:9]2[CH:10]([CH3:11])[NH:12][C:13](=[O:17])[NH:20][N:21]=2)[CH:5]=[CH:6][C:7]=1[OH:8] |f:1.2|. Procedure details: 32.64 g of ethyl N-[2-(3-chloro-4-hydroxyphenyl)-1-methyl-2-oxoethyl]carbamate [prepared as described in Example 1(b)] and 75.20 g of 80% hydrazine hydrate (i.e. a grade of hydrazine hydrate containing 20% w/w water) were added to 240 ml of butanol, and the mixture was heated under reflux for 18 hours. The butanol used as the solvent was distilled off under reduced pressure, and then 10% w/v aqueous hydrochloric acid was added, and the mixture was extracted with ethyl acetate. The ethyl acetate ... Starting materials: O (water), FC(C=1C=C(C=C(C1)C(F)(F)F)[C@@H]1[C@@H](N(C(O1)=O)CC1=C(C=CC(=C1)Br)C1=C(C=C(C(=C1)C(C)C)F)OC)C)(F)F ((4S,5R)-5-[3,5-bis(trifluoromethyl)phenyl]-3-[(4-bromo-4′-fluoro-5′-isopropyl-2′-methoxybiphenyl-2-yl)methyl]-4-methyl-1,3-oxazolidin-2-one), C1(CC1)B(O)O (cyclopropylboronic acid), [OH-].[K+] (potassium hydroxide). Reagents/catalysts: C1=CC=C(C=C1)P([C-]2C=CC=C2)C3=CC=CC=C3.C1=CC=C(C=C1)P([C-]2C=CC=C2)C3=CC=CC=C3.Cl[Pd]Cl.[Fe+2] ([1,1′-bis(diphenylphosphino)ferrocene]dichloropalladium), C=1C=CC(=CC1)[P](C=2C=CC=CC2)(C=3C=CC=CC3)[Pd]([P](C=4C=CC=CC4)(C=5C=CC=CC5)C=6C=CC=CC6)([P](C=7C=CC=CC7)(C=8C=CC=CC8)C=9C=CC=CC9)[P](C=1C=CC=CC1)(C=1C=CC=CC1)C=1C=CC=CC1 (tetrakis(triphenylphosphine)palladium). Solvent: O1CCOCC1 (1,4-dioxane). Product: FC(C=1C=C(C=C(C1)C(F)(F)F)[C@@H]1[C@@H](N(C(O1)=O)CC1=C(C=CC(=C1)C1CC1)C1=C(C=C(C(=C1)C(C)C)F)OC)C)(F)F ((4S,5R)-5-[3,5-bis(trifluoromethyl)phenyl]-3-[(4-cyclopropyl-4′-fluoro-5′-isopropyl-2′-methoxybiphenyl-2-yl)methyl]-4-methyl-1,3-oxazolidin-2-one). RXN SMILES: [F:1][C:2]([F:41])([F:40])[C:3]1[CH:4]=[C:5]([C@H:13]2[O:17][C:16](=[O:18])[N:15]([CH2:19][C:20]3[CH:25]=[C:24](Br)[CH:23]=[CH:22][C:21]=3[C:27]3[CH:32]=[C:31]([CH:33]([CH3:35])[CH3:34])[C:30]([F:36])=[CH:29][C:28]=3[O:37][CH3:38])[C@H:14]2[CH3:39])[CH:6]=[C:7]([C:9]([F:12])([F:11])[F:10])[CH:8]=1.[CH:42]1(B(O)O)[CH2:44][CH2:43]1.[OH-].[K+].O>O1CCOCC1.C1C=CC(P(C2C=CC=CC=2)[C-]2C=CC=C2)=CC=1.C1C=CC(P(C2C=CC=CC=2)[C-]2C=CC=C2)=CC=1.Cl[Pd]Cl.[Fe+2].C1C=CC([P]([Pd]([P](C2C=CC=CC=2)(C2C=CC=CC=2)C2C=CC=CC=2)([P](C2C=CC=CC=2)(C2C=CC=CC=2)C2C=CC=CC=2)[P](C2C=CC=CC=2)(C2C=CC=CC=2)C2C=CC=CC=2)(C2C=CC=CC=2)C2C=CC=CC=2)=CC=1>[F:1][C:2]([F:41])([F:40])[C:3]1[CH:4]=[C:5]([C@H:13]2[O:17][C:16](=[O:18])[N:15]([CH2:19][C:20]3[CH:25]=[C:24]([CH:42]4[CH2:44][CH2:43]4)[CH:23]=[CH:22][C:21]=3[C:27]3[CH:32]=[C:31]([CH:33]([CH3:35])[CH3:34])[C:30]([F:36])=[CH:29][C:28]=3[O:37][CH3:38])[C@H:14]2[CH3:39])[CH:6]=[C:7]([C:9]([F:12])([F:11])[F:10])[CH:8]=1 |f:2.3,6.7.8.9,^1:100,102,121,140|. Reported procedure: To a solution of (4S,5R)-5-[3,5-bis(trifluoromethyl)phenyl]-3-[(4-bromo-4′-fluoro-5′-isopropyl-2′-methoxybiphenyl-2-yl)methyl]-4-methyl-1,3-oxazolidin-2-one (100 mg, 0.15 mmol) in 1,4-dioxane (0.5 mL) was added cyclopropylboronic acid (10 mg, 0.19 mmol), [1,1′-bis(diphenylphosphino)ferrocene]dichloropalladium (II) (82 mg, 8 mol %), bis(tri-tert-butylphosphine)palladium (0) (10 mg, 13 mol %) and aqueous potassium hydroxide (78 μL, 3M, 1.5 eq.). The reaction mixture was purged with nitrogen and th... Starting materials: BrC=1SC=CC1Br (2,3-dibromothiophene), FC1=NC=CC=C1[Sn](CCCC)(CCCC)CCCC (2-fluoro-3-tributylstannylpyridine), [F-].C(CCC)[N+](CCCC)(CCCC)CCCC (Tetrabutylammonium fluoride). The reagents and catalysts are Cl[Pd]([P](C1=CC=CC=C1)(C2=CC=CC=C2)C3=CC=CC=C3)([P](C4=CC=CC=C4)(C5=CC=CC=C5)C6=CC=CC=C6)Cl (Pd(Ph3P)2Cl2). Solvent: C(C)(=O)OCC (ethyl acetate), CN1C(CCC1)=O (N-methylpyrrolidinone). Run at temperature 75 celsius, time 3 hour. Yields the product BrC1=C(SC=C1)C=1C(=NC=CC1)F (3-bromo-2-(2-fluoropyridin-3-yl)thiophene). Isolated yield 40.7%. RXN SMILES: Br[C:2]1[S:3][CH:4]=[CH:5][C:6]=1[Br:7].[F:8][C:9]1[C:14]([Sn](CCCC)(CCCC)CCCC)=[CH:13][CH:12]=[CH:11][N:10]=1.[F-].C([N+](CCCC)(CCCC)CCCC)CCC>CN1CCCC1=O.C(OCC)(=O)C.Cl[Pd](Cl)([P](C1C=CC=CC=1)(C1C=CC=CC=1)C1C=CC=CC=1)[P](C1C=CC=CC=1)(C1C=CC=CC=1)C1C=CC=CC=1>[Br:7][C:6]1[CH:5]=[CH:4][S:3][C:2]=1[C:14]1[C:9]([F:8])=[N:10][CH:11]=[CH:12][CH:13]=1 |f:2.3,^1:61,80|. Reported procedure: A mixture of 2,3-dibromothiophene (2.86 g), 2-fluoro-3-tributylstannylpyridine (3.93 g), Pd(Ph3P)2Cl2 (0.153 g) in N-methylpyrrolidinone (25 mL) was heated at 75° C. under argon for 3.5 hours. Tetrabutylammonium fluoride (1M in tetrahydrofuran, 10 mL) was added and the mixture was stirred for 3 hours. The mixture was diluted with ethyl acetate, washed with water, dried, filtered and evaporated. Chromatography of the residue over silica gel gave 3-bromo-2-(2-fluoropyridin-3-yl)thiophene (1.07 g) ...